From a dataset of the Open Reaction Database (ORD), a public repository of structured organic reaction records. describe an organic reaction: reactants, conditions, products, and yield Conditions: time 30 minute. The reactants are C(C)OCCCO (3-ethoxypropan-1-ol), C(C(=O)Cl)(=O)Cl (oxalyl chloride). Solvent: C(Cl)Cl (DCM), C(Cl)Cl (DCM). Procedure details: A solution of 3-ethoxypropan-1-ol (404 mg, 3.9 mmol) in DCM (total volume: 0.5 mL) was added to a solution of oxalyl chloride (0.5 mL, 5.8 mmol) in DCM (total volume 1.0 mL) at 0° C. and the resulting mixture was stirred at room temperature for 30 minutes. The mixture was concentrated in vacuo and the resulting residue was dissolved in DCM (3.9 mL) to yield a 1.0M solution in DCM. The product is C(C)OCCCOC(C(=O)Cl)=O (Chloro-oxo-acetic Acid 3-Ethoxypropyl Ester). As a reaction SMILES: [CH2:1]([O:3][CH2:4][CH2:5][CH2:6][OH:7])[CH3:2].[C:8](Cl)(=[O:12])[C:9]([Cl:11])=[O:10]>C(Cl)Cl>[CH2:1]([O:3][CH2:4][CH2:5][CH2:6][O:7][C:8](=[O:12])[C:9]([Cl:11])=[O:10])[CH3:2]. Starting materials: FC1=CC=C(C=C1)[C@]1(CCN(C(O1)=O)[C@@H](C)C1=CC=C(C=C1)B1OC(C(O1)(C)C)(C)C)CC(C)(C)O ((S)-6-(4-fluorophenyl)-6-(2-hydroxy-2-methylpropyl)-3-((S)-1-(4-(4,4,5,5-tetramethyl-1,3,2-dioxaborolan-2-yl)phenyl)ethyl)-1,3-oxazinan-2-one), ClC1=CN=CC(=N1)C#N (6-chloropyrazine-2-carbonitrile). Product: FC1=CC=C(C=C1)[C@]1(CCN(C(O1)=O)[C@@H](C)C1=CC=C(C=C1)C1=CN=CC(=N1)C#N)CC(C)(C)O (6-(4-((S)-1-((S)-6-(4-fluorophenyl)-6-(2-hydroxy-2-methylpropyl)-2-oxo-1,3-oxazinan-3-yl)ethyl)phenyl)pyrazine-2-carbonitrile). As a reaction SMILES: [F:1][C:2]1[CH:7]=[CH:6][C:5]([C@:8]2([CH2:32][C:33]([OH:36])([CH3:35])[CH3:34])[O:13][C:12](=[O:14])[N:11]([C@H:15]([C:17]3[CH:22]=[CH:21][C:20](B4OC(C)(C)C(C)(C)O4)=[CH:19][CH:18]=3)[CH3:16])[CH2:10][CH2:9]2)=[CH:4][CH:3]=1.Cl[C:38]1[N:43]=[C:42]([C:44]#[N:45])[CH:41]=[N:40][CH:39]=1>>[F:1][C:2]1[CH:7]=[CH:6][C:5]([C@:8]2([CH2:32][C:33]([OH:36])([CH3:34])[CH3:35])[O:13][C:12](=[O:14])[N:11]([C@H:15]([C:17]3[CH:18]=[CH:19][C:20]([C:38]4[N:43]=[C:42]([C:44]#[N:45])[CH:41]=[N:40][CH:39]=4)=[CH:21][CH:22]=3)[CH3:16])[CH2:10][CH2:9]2)=[CH:4][CH:3]=1. Procedure details: The title compound was prepared from (S)-6-(4-fluorophenyl)-6-(2-hydroxy-2-methylpropyl)-3-((S)-1-(4-(4,4,5,5-tetramethyl-1,3,2-dioxaborolan-2-yl)phenyl)ethyl)-1,3-oxazinan-2-one and 6-chloropyrazine-2-carbonitrile following a procedure analogous to that described in Example 14. LC-MS Method 1 tR=1.61 min, m/z=497 (M+Na); 1H NMR (CDCl3) 8.98 (d, 2H), 7.87 (d, 2H), 7.26 (m, 1H), 7.18 (m, 3H), 7.04 (t, 2H), 5.72 (q, 1H), 2.99 (m, 1H), 1.59 (d, 3H), 1.14 (d, 6H). Starting materials: NC1=C(C(=O)OC)C=C(C=C1)OC (methyl 2-amino-5-methoxybenzoate), NC1=C(C(=O)O)C=C(C=C1)F (2-amino-5-fluorobenzoic acid). The product is NC1=C(C(=O)OC)C=C(C=C1)F (Methyl 2-amino-5-fluorobenzoate). RXN SMILES: [NH2:1][C:2]1[CH:11]=[CH:10][C:9](OC)=[CH:8][C:3]=1[C:4]([O:6][CH3:7])=[O:5].NC1C=CC([F:24])=CC=1C(O)=O>>[NH2:1][C:2]1[CH:11]=[CH:10][C:9]([F:24])=[CH:8][C:3]=1[C:4]([O:6][CH3:7])=[O:5]. Reported procedure: In a manner similar to that described above for methyl 2-amino-5-methoxybenzoate, 7.82 g of 2-amino-5-fluorobenzoic acid was converted to i-f (40%): MS m/z=170 (M+H). Starting materials: CN(N)C(=O)OC(C)(C)C, ClC(Cl)Cl, O=C(Cl)OCc1ccccc1, [Na+], [OH-]. Yields the product CN(NC(=O)OCc1ccccc1)C(=O)OC(C)(C)C. RXN SMILES: [C:1]([CH3:2])([CH3:3])([CH3:4])[O:5][C:6](=[O:7])[N:8]([NH2:9])[CH3:10].[CH:24]([Cl:25])([Cl:26])[Cl:27].[Cl:13][C:14](=[O:15])[O:16][CH2:17][c:18]1[cH:19][cH:20][cH:21][cH:22][cH:23]1.[Na+:12].[OH-:11]>>[C:1]([CH3:2])([CH3:3])([CH3:4])[O:5][C:6](=[O:7])[N:8]([NH:9][C:14](=[O:15])[O:16][CH2:17][c:18]1[cH:19][cH:20][cH:21][cH:22][cH:23]1)[CH3:10]. Starting materials: C1=CNC(=C1)CC2=CC=CN2 (dipyrromethane), C1(=C(C)C=C(C)C=C1C)[Mg]Br (MesMgBr), C(=O)OC1=CC=CC=C1 (phenyl formate). Solvent: C1CC2=NC1=CC3=CC=C(N3)C=C4C=CC(=N4)C=C5C=CC(=C2)N5 (chlorin), C1CCOC1 (THF). The product is C1=CNC(=C1)CC2=CC=C(N2)C=O (1-formyldipyrromethane). As a reaction SMILES: [CH:1]1[CH:5]=[C:4]([CH2:6][C:7]2[NH:11][CH:10]=[CH:9][CH:8]=2)[NH:3][CH:2]=1.C1([Mg]Br)C(C)=CC(C)=CC=1C.[CH:23](OC1C=CC=CC=1)=[O:24]>C1C2=CC3NC(C=C4N=C(C=C5NC(=CC(=N2)C1)C=C5)C=C4)=CC=3.C1COCC1>[CH:9]1[CH:8]=[C:7]([CH2:6][C:4]2[NH:3][C:2]([CH:23]=[O:24])=[CH:1][CH:5]=2)[NH:11][CH:10]=1. Procedure details: As part of our work in chlorin chemistry, we recently developed an efficient route for the synthesis of 1-formyldipyrromethanes.21 The formylation method entailed traditional Vilsmeier formylation or treatment of a solution of dipyrromethane in THF at room temperature with 2 molar equiv of MesMgBr and then at −78° C. with 2 molar equiv of phenyl formate. The subsequent workup and column chromatography afforded the desired 1-formyldipyrromethane in good yields.